describe an organic reaction: reactants, conditions, products, and yield From a dataset of the Open Reaction Database (ORD), a public repository of structured organic reaction records. The reactants are [NH4+].[Cl-] (NH4Cl), C[Si](C)(C)[N-][Si](C)(C)C.[Na+] (NaHMDS), NC1=CC(=NN1C(=O)OC(C)(C)C)OCC1=CC(=CC(=C1)OC)OC (tert-Butyl 5-amino-3-[(3,5-dimethoxyphenyl)methoxy]pyrazole-1-carboxylate), C[Si](C)(C)[N-][Si](C)(C)C.[Na+] (NaHMDS), NC1=CC(=NN1C(=O)OC(C)(C)C)OCC1=CC(=CC(=C1)OC)OC (tert-butyl 5-amino-3-[(3,5-dimethoxyphenyl)methoxy]pyrazole-1-carboxylate), CN1CCN(CC1)C1=NC=C(C=N1)C(=O)OC (methyl 2-(4-methylpiperazin-1-yl)pyrimidine-5-carboxylate), [NH4+].[Cl-] (NH4Cl). Run in O (water), C1CCOC1 (THF), O (water). Run at time 1 hour. The product is COC=1C=C(C=C(C1)OC)COC1=CC(=NN1)NC(=O)C=1C=NC(=NC1)N1CCN(CC1)C (N-[5-[(3,5-Dimethoxyphenyl)methoxy]-1H-pyrazol-3-yl]-2-(4-methylpiperazin-1-yl)pyrimidine-5-carboxamide). The yield is 13.7%. Reaction SMILES: C[Si]([N-][Si](C)(C)C)(C)C.[Na+].[NH2:11][C:12]1[N:16](C(OC(C)(C)C)=O)[N:15]=[C:14]([O:24][CH2:25][C:26]2[CH:31]=[C:30]([O:32][CH3:33])[CH:29]=[C:28]([O:34][CH3:35])[CH:27]=2)[CH:13]=1.[CH3:36][N:37]1[CH2:42][CH2:41][N:40]([C:43]2[N:48]=[CH:47][C:46]([C:49](OC)=[O:50])=[CH:45][N:44]=2)[CH2:39][CH2:38]1.[NH4+].[Cl-]>C1COCC1.O>[CH3:33][O:32][C:30]1[CH:31]=[C:26]([CH2:25][O:24][C:14]2[NH:15][N:16]=[C:12]([NH:11][C:49]([C:46]3[CH:47]=[N:48][C:43]([N:40]4[CH2:41][CH2:42][N:37]([CH3:36])[CH2:38][CH2:39]4)=[N:44][CH:45]=3)=[O:50])[CH:13]=2)[CH:27]=[C:28]([O:34][CH3:35])[CH:29]=1 |f:0.1,4.5|. Reported procedure: NaHMDS (1M solution in THF, 0.39 ml, 0.386 mmol, 1.5 eq) was added dropwise to a stirred solution of tert-butyl 5-amino-3-[(3,5-dimethoxyphenyl)methoxy]pyrazole-1-carboxylate (90 mg, 0.258 mmol, 1 eq) and methyl 2-(4-methylpiperazin-1-yl)pyrimidine-5-carboxylate (74 mg, 0.309 mmol, 1.2 eq) in dry THF (5 ml) under nitrogen. The solution was stirred at room temperature for 1 h, then neutralised with satd. aq. NH4Cl, diluted with water (15 ml) and extracted with ethyl acetate (3×15 ml). The combine...